From a dataset of the Open Reaction Database (ORD), a public repository of structured organic reaction records. describe an organic reaction: reactants, conditions, products, and yield Reactants: C=CCCCCCC (1-octene), BrCS(=O)(=O)Br (bromomethanesulfonyl bromide), C([O-])([O-])=O.[K+].[K+] (potassium carbonate). The solvent is C(Cl)Cl (methylene chloride). Conditions: time 0.25 hour. Product: BrCS(=O)(=O)C=CCCCCCC (1-octenyl bromomethyl sulfone). Isolated yield 87.2%. RXN SMILES: [CH2:1]=[CH:2][CH2:3][CH2:4][CH2:5][CH2:6][CH2:7][CH3:8].[Br:9][CH2:10][S:11](Br)(=[O:13])=[O:12].C(=O)([O-])[O-].[K+].[K+]>C(Cl)Cl>[Br:9][CH2:10][S:11]([CH:1]=[CH:2][CH2:3][CH2:4][CH2:5][CH2:6][CH2:7][CH3:8])(=[O:13])=[O:12] |f:2.3.4|. Procedure details: A mixture of 1-octene (2.82 g) and bromomethanesulfonyl bromide (6.0 g) in methylene chloride (4 mL) was irradiated at -20° C. with an ultraviolet lamp for 0.5 hours. A small amount of solid potassium carbonate was added and then removed by filtration. The reaction mixture was diluted with methylene chloride (50 mL), cooled in ice and treated with a solution of triethylamine (4.45 g) in 10 mL of methylene chloride. The reaction mixture was stirred for 0.25 hours and was washed with dilute HCl an... Starting materials: ClC1=C(C#N)C=CC(=C1)S(=O)(=O)N1C(=CC(=C1)C=O)C1=CC=CC=C1 (2-chloro-4-[(4-formyl-2-phenyl-1H-pyrrol-1-yl)sulfonyl]benzonitrile), CO.CN (methylamine methanol), [BH4-].[Na+] (sodium borohydride). Product: Cl.ClC1=C(C#N)C=CC(=C1)S(=O)(=O)N1C(=CC(=C1)CNC)C1=CC=CC=C1 (2-Chloro-4-({4-[(methylamino)methyl]-2-phenyl-1H-pyrrol-1-yl}sulfonyl)benzonitrile hydrochloride). The yield is 24.0%. As a reaction SMILES: [Cl:1][C:2]1[CH:9]=[C:8]([S:10]([N:13]2[CH:17]=[C:16]([CH:18]=O)[CH:15]=[C:14]2[C:20]2[CH:25]=[CH:24][CH:23]=[CH:22][CH:21]=2)(=[O:12])=[O:11])[CH:7]=[CH:6][C:3]=1[C:4]#[N:5].CO.[CH3:28][NH2:29].[BH4-].[Na+]>>[ClH:1].[Cl:1][C:2]1[CH:9]=[C:8]([S:10]([N:13]2[CH:17]=[C:16]([CH2:18][NH:29][CH3:28])[CH:15]=[C:14]2[C:20]2[CH:25]=[CH:24][CH:23]=[CH:22][CH:21]=2)(=[O:12])=[O:11])[CH:7]=[CH:6][C:3]=1[C:4]#[N:5] |f:1.2,3.4,5.6|. Procedure: Using 2-chloro-4-[(4-formyl-2-phenyl-1H-pyrrol-1-yl)sulfonyl]benzonitrile (248 mg), 40% methylamine methanol solution (1.4 mL) and sodium borohydride (28.9 mg), a procedure as in Example 9 was performed to give the title compound as white crystals (yield 67.8 mg, 24%). Starting materials: [O-]C#N.[Na+] (sodium cyanate), FC(C(=O)O)(F)F (trifluoroacetic acid), CC(=O)C1(C2C=CC(C1)C2)CO (2-hydroxymethylnorborn-5-en-2-yl methyl ketone). Solvent: O (water), C(Cl)Cl (methylene chloride). Reaction conditions: time 5 hour. Yields the product CC(=O)C1(C2C=CC(C1)C2)COC(N)=O (2-carbamyloxymethylnorborn-5-en-2-yl methyl ketone). Isolated yield 54.7%. As a reaction SMILES: [O-:1][C:2]#[N:3].[Na+].FC(F)(F)C(O)=O.[CH3:12][C:13]([C:15]1([CH2:22][OH:23])[CH2:20][CH:19]2[CH2:21][CH:16]1[CH:17]=[CH:18]2)=[O:14]>C(Cl)Cl.O>[CH3:12][C:13]([C:15]1([CH2:22][O:23][C:2](=[O:1])[NH2:3])[CH2:20][CH:19]2[CH2:21][CH:16]1[CH:17]=[CH:18]2)=[O:14] |f:0.1|. Procedure details: 52 g (0.8 mole) of sodium cyanate, followed dropwise by 95.8 g (0.84 mole) of trifluoroacetic acid, are added to a solution of 66.4 g (0.4 mole) of 2-hydroxymethylnorborn-5-en-2-yl methyl ketone in 120 ml of methylene chloride at 20° C., with slow stirring. The mixture is then stirred for 5 hours at room temperature, after which it is diluted with water. It is then repeatedly extracted with methylene chloride and the organic phases are combined and dried over sodium sulfate. After distilling off... Reactants: C(CC)OC1=C2NC=NC2=NC=N1 (6-n-Propoxypurine), C1=CN(C(=O)NC1=O)[C@H]2[C@H]([C@@H]([C@H](O2)CO)O)O (uracil arabinoside), [C@@H]1([C@H](O)[C@H](O)[C@@H](CO)O1)N1C(=O)NC(=O)C=C1 (uridine), purine nucleoside. Run in P(=O)([O-])([O-])[O-].[K+].[K+].[K+] (potassium phosphate), C(CC)O (n-propanol). Conditions: temperature 35 celsius, time 20 hour. Product: [C@@H]1([C@@H](O)[C@H](O)[C@H](O1)CO)N1C2=NC=NC(=C2N=C1)OCCC (9-β-D -arabinofuranosyl-6-n-propoxy-9H-purine). Yield: 43.6%. As a reaction SMILES: [CH2:1]([O:4][C:5]1[N:13]=[CH:12][N:11]=[C:10]2[C:6]=1[NH:7][CH:8]=[N:9]2)[CH2:2][CH3:3].C1C(=O)NC(=O)N([C@@H:22]2[O:26][C@H:25]([CH2:27][OH:28])[C@@H:24]([OH:29])[C@@H:23]2[OH:30])C=1.[C@@H]1(N2C=CC(=O)NC2=O)O[C@H](CO)[C@@H](O)[C@H]1O>P([O-])([O-])([O-])=O.[K+].[K+].[K+].C(O)CC>[C@@H:22]1([N:9]2[CH:8]=[N:7][C:6]3[C:10]2=[N:11][CH:12]=[N:13][C:5]=3[O:4][CH2:1][CH2:2][CH3:3])[O:26][C@H:25]([CH2:27][OH:28])[C@@H:24]([OH:29])[C@@H:23]1[OH:30] |f:3.4.5.6|. Reported procedure: 6-n-Propoxypurine (5.6 mmoles, 1 g, Sigma Chemicals, St. Louis Mo.) was combined with 545 ml of a uracil arabinoside solution (10.1 mmoles) in 10 mM potassium phosphate and 7% n-propanol (v/v). Purified uridine phosphorylase (680 I.U.) and purine nucleoside phosphorylase (12000 I.U.) were added and the reaction stirred at 35° C. The reaction was filtered after 58 days and the filtrate stored at 3° C. for 20 hours. The resulting precipitate was collected by centrifugation, dissolved in 30% n-prop... Isolated yield 87.8%. Starting materials: ClC1=C(C=C(C(=N1)N(CCCOC=1C=C2CC[C@H](C2=CC1)CC(=O)OCC)C)F)C#N (ethyl ((1S)-5-{3-[(6-chloro-5-cyano-3-fluoro-2-pyridinyl)(methyl)amino]propoxy}-2,3-dihydro-1H-inden-1-yl)acetate), C(Cl)Cl (CH2Cl2), C([O-])([O-])=O.[Na+].[Na+] (sodium carbonate), COC1=CC=C(C=C1)B(O)O (4-methoxyphenyl boronic acid). Yields the product C(#N)C=1C=C(C(=NC1C1=CC=C(C=C1)OC)N(CCCOC=1C=C2CC[C@H](C2=CC1)CC(=O)OCC)C)F (ethyl ((1S)-5-{3-[[5-cyano-3-fluoro-6-(4-methoxyphenyl)-2-pyridinyl](methyl)amino]propoxy}-2,3-dihydro-1H-inden-1-yl)acetate). Solvent: C1(=CC=CC=C1)C (toluene), O (water), O1CCOCC1 (1,4-dioxane). Reagents/catalysts: C1=CC=C(C=C1)P([C-]2C=CC=C2)C3=CC=CC=C3.C1=CC=C(C=C1)P([C-]2C=CC=C2)C3=CC=CC=C3.Cl[Pd]Cl.[Fe+2] (PdCl2(dppf)). Reaction SMILES: Cl[C:2]1[N:7]=[C:6]([N:8]([CH3:28])[CH2:9][CH2:10][CH2:11][O:12][C:13]2[CH:14]=[C:15]3[C:19](=[CH:20][CH:21]=2)[C@H:18]([CH2:22][C:23]([O:25][CH2:26][CH3:27])=[O:24])[CH2:17][CH2:16]3)[C:5]([F:29])=[CH:4][C:3]=1[C:30]#[N:31].C(=O)([O-])[O-].[Na+].[Na+].[CH3:38][O:39][C:40]1[CH:45]=[CH:44][C:43](B(O)O)=[CH:42][CH:41]=1.C(Cl)Cl>C1(C)C=CC=CC=1.C1C=CC(P(C2C=CC=CC=2)[C-]2C=CC=C2)=CC=1.C1C=CC(P(C2C=CC=CC=2)[C-]2C=CC=C2)=CC=1.Cl[Pd]Cl.[Fe+2].O.O1CCOCC1>[C:30]([C:3]1[CH:4]=[C:5]([F:29])[C:6]([N:8]([CH3:28])[CH2:9][CH2:10][CH2:11][O:12][C:13]2[CH:14]=[C:15]3[C:19](=[CH:20][CH:21]=2)[C@H:18]([CH2:22][C:23]([O:25][CH2:26][CH3:27])=[O:24])[CH2:17][CH2:16]3)=[N:7][C:2]=1[C:43]1[CH:44]=[CH:45][C:40]([O:39][CH3:38])=[CH:41][CH:42]=1)#[N:31] |f:1.2.3,7.8.9.10|. Reaction conditions: temperature 80 celsius. Reported procedure: To a solution of ethyl ((1S)-5-{3-[(6-chloro-5-cyano-3-fluoro-2-pyridinyl)(methyl)amino]propoxy}-2,3-dihydro-1H-inden-1-yl)acetate (Example 312, 0.10 g, 0.22 mmol) in a mixture of toluene (1.5 mL), 1,4-dioxane (0.5 mL), and water (0.6 mL) were added sodium carbonate (0.24 g, 2.24 mmol), 4-methoxyphenyl boronic acid (0.14 g, 0.90 mmol) and PdCl2(dppf).CH2Cl2 (0.04 g, 0.04 mmol). The mixture was heated at 80° C. for 4 h, and then concentrated under reduced pressure. The product (0.10 g, 88%) was i...